This data is from the Open Reaction Database (ORD), a public repository of structured organic reaction records. The task is: describe an organic reaction: reactants, conditions, products, and yield Reactants: CC1=CC=C(C=C1)C1=C(C=CC=C1)C1=NNC(O1)=O (4-Methyl-2'-(2-oxo-1,3,4-oxadiazol-5-yl)biphenyl), C(C1=CC=CC=C1)(C1=CC=CC=C1)(C1=CC=CC=C1)Cl (trityl chloride), C(Cl)Cl (DCM). Run in C(C)N(CC)CC (triethylamine). Product: CC1=CC=C(C=C1)C1=C(C=CC=C1)C1=NN(C(O1)=O)C(C1=CC=CC=C1)(C1=CC=CC=C1)C1=CC=CC=C1 (4-Methyl-2'-(2-oxo-3-trityl-1,3,4-oxadiazol-5-yl)biphenyl). Reaction SMILES: [CH3:1][C:2]1[CH:7]=[CH:6][C:5]([C:8]2[CH:13]=[CH:12][CH:11]=[CH:10][C:9]=2[C:14]2[O:18][C:17](=[O:19])[NH:16][N:15]=2)=[CH:4][CH:3]=1.[C:20](Cl)([C:33]1[CH:38]=[CH:37][CH:36]=[CH:35][CH:34]=1)([C:27]1[CH:32]=[CH:31][CH:30]=[CH:29][CH:28]=1)[C:21]1[CH:26]=[CH:25][CH:24]=[CH:23][CH:22]=1.C(Cl)Cl>C(N(CC)CC)C>[CH3:1][C:2]1[CH:7]=[CH:6][C:5]([C:8]2[CH:13]=[CH:12][CH:11]=[CH:10][C:9]=2[C:14]2[O:18][C:17](=[O:19])[N:16]([C:20]([C:21]3[CH:26]=[CH:25][CH:24]=[CH:23][CH:22]=3)([C:33]3[CH:34]=[CH:35][CH:36]=[CH:37][CH:38]=3)[C:27]3[CH:28]=[CH:29][CH:30]=[CH:31][CH:32]=3)[N:15]=2)=[CH:4][CH:3]=1. Procedure details: 2.03 g of the compound prepared in step B, 2.5 g of trityl chloride, 50 ml of DCM and 1.6 ml of triethylamine are placed in a round-bottomed flask and the mixture is refluxed for 1 and a half hours. It is evaporated, the residue is taken up with an ethyl ether/water mixture and the organic phase is washed with a 3% solution of potassium hydrogensulfate, dried over sodium sulfate, filtered and evaporated. The product is used in the crude form for the next step. Reactants: CC#N, [O-]Cl, Cl, COc1ccnc(CSc2nc3cc(OC(F)F)ccc3[nH]2)c1OC, [Na+], [Na+], [Na+], [Na+], [OH-], O=S([O-])S(=O)(=O)[O-]. Yields the product COc1ccnc(CS(=O)c2nc3cc(OC(F)F)ccc3[nH]2)c1OC. Reaction SMILES: [CH3:41][C:42]#[N:43].[Cl:28][O-:29].[ClH:40].[F:1][CH:2]([O:3][c:4]1[cH:5][c:6]2[c:7]([nH:8][c:9]([S:11][CH2:12][c:13]3[n:14][cH:15][cH:16][c:17]([O:21][CH3:22])[c:18]3[O:19][CH3:20])[n:10]2)[cH:23][cH:24]1)[F:25].[Na+:27].[Na+:30].[Na+:38].[Na+:39].[OH-:26].[S:31](=[O:32])([S:33]([O-:34])=[O:35])([O-:36])=[O:37]>>[F:1][CH:2]([O:3][c:4]1[cH:5][c:6]2[c:7]([nH:8][c:9]([S:11]([CH2:12][c:13]3[n:14][cH:15][cH:16][c:17]([O:21][CH3:22])[c:18]3[O:19][CH3:20])=[O:32])[n:10]2)[cH:23][cH:24]1)[F:25]. The reactants are ice water, C1(O)=CC=C(O)C=C1 (hydroquinone), C(C1=CC=CC=C1)OCCOC(C(C)Br)=O (2-benzyloxyethyl-2-bromopropionate), C([O-])([O-])=O.[K+].[K+] (potassium carbonate). Solvent: CN(C=O)C (dimethylformamide). Run at temperature 60 celsius. The product is C(C1=CC=CC=C1)OCCOC(C(C)OC1=CC=C(C=C1)O)=O (2-benzyloxyethyl-2-(4-hydroxyphenoxy)propionate). As a reaction SMILES: [C:1]1([CH:8]=[CH:7][C:5]([OH:6])=[CH:4][CH:3]=1)[OH:2].C(=O)([O-])[O-].[K+].[K+].[CH2:15]([O:22][CH2:23][CH2:24][O:25][C:26](=[O:30])[CH:27](Br)[CH3:28])[C:16]1[CH:21]=[CH:20][CH:19]=[CH:18][CH:17]=1>CN(C)C=O>[CH2:15]([O:22][CH2:23][CH2:24][O:25][C:26](=[O:30])[CH:27]([O:2][C:1]1[CH:8]=[CH:7][C:5]([OH:6])=[CH:4][CH:3]=1)[CH3:28])[C:16]1[CH:21]=[CH:20][CH:19]=[CH:18][CH:17]=1 |f:1.2.3|. Procedure: 12.1 g of hydroquinone were dissolved in 60 ml of dry dimethylformamide, 31.7 g of potassium carbonate were added thereto in a slow stream of nitrogen, and then the mixture was heated to 90° to 95° C. for one hour with stirring. The mixture was cooled to 60° C., and to it were added dropwise 28.7 g of 2-benzyloxyethyl-2-bromopropionate. The reaction mixture was heated at 90° C. for two hours. After cooling the reaction solution to room temperature, it was poured into ice-water and adjusted to pH... Reactants: O=C(Cl)C(Cl)(Cl)Cl, C1CCOC1, CC(=O)C1CCC2C3CCC4CC(O)CCC4(C)C3C(=O)CC12C, c1ccncc1, c1ccccc1. Product: CC(=O)C1CCC2C3CCC4CC(OC(=O)C(Cl)(Cl)Cl)CCC4(C)C3C(=O)CC12C. As a reaction SMILES: [Cl:1][C:2]([C:3](=[O:4])[Cl:5])([Cl:6])[Cl:7].[O:44]1[CH2:45][CH2:46][CH2:47][CH2:48]1.[OH:8][CH:9]1[CH2:10][CH:11]2[CH2:12][CH2:13][CH:14]3[CH:15]4[CH2:16][CH2:17][CH:18]([C:19]([CH3:20])=[O:21])[C:22]4([CH3:31])[CH2:23][C:24](=[O:30])[CH:25]3[C:26]2([CH3:29])[CH2:27][CH2:28]1.[cH:32]1[cH:33][cH:34][n:35][cH:36][cH:37]1.[cH:38]1[cH:39][cH:40][cH:41][cH:42][cH:43]1>>[Cl:1][C:2]([C:3](=[O:4])[O:8][CH:9]1[CH2:10][CH:11]2[CH2:12][CH2:13][CH:14]3[CH:15]4[CH2:16][CH2:17][CH:18]([C:19]([CH3:20])=[O:21])[C:22]4([CH3:31])[CH2:23][C:24](=[O:30])[CH:25]3[C:26]2([CH3:29])[CH2:27][CH2:28]1)([Cl:6])[Cl:7].